This data is from the Open Reaction Database (ORD), a public repository of structured organic reaction records. The task is: describe an organic reaction: reactants, conditions, products, and yield The reactants are CC(C)C(NC(=O)OC(C)(C)C)C(=O)N1CCCC1C(=O)OCc1ccccc1, CCOCC, Cl, C1COCCO1. Yields the product CC(C)C(N)C(=O)N1CCCC1C(=O)OCc1ccccc1, Cl. Reaction SMILES: [CH2:1]([c:2]1[cH:3][cH:4][cH:5][cH:6][cH:7]1)[O:8][C:9]([CH:10]1[N:11]([C:15]([CH:16]([NH:17][C:18]([O:19][C:20]([CH3:21])([CH3:22])[CH3:23])=[O:24])[CH:25]([CH3:26])[CH3:27])=[O:28])[CH2:12][CH2:13][CH2:14]1)=[O:29].[CH3:37][CH2:38][O:39][CH2:40][CH3:41].[ClH:30].[O:31]1[CH2:32][CH2:33][O:34][CH2:35][CH2:36]1>>[CH2:1]([c:2]1[cH:3][cH:4][cH:5][cH:6][cH:7]1)[O:8][C:9]([CH:10]1[N:11]([C:15]([CH:16]([NH2:17])[CH:25]([CH3:26])[CH3:27])=[O:28])[CH2:12][CH2:13][CH2:14]1)=[O:29].[ClH:30]. RXN SMILES: [CH3:1][O:2][c:3]1[cH:4][c:5]2[c:6]([O:15][c:16]3[cH:17][cH:18][c:19]([NH2:22])[cH:20][cH:21]3)[cH:7][cH:8][n:9][c:10]2[cH:11][c:12]1[O:13][CH3:14].[CH3:36][c:37]1[cH:38][cH:39][cH:40][cH:41][cH:42]1.[Cl:23][c:24]1[c:25]([N+:33](=[O:34])[O-:35])[cH:26][c:27]([N:30]=[C:31]=[O:32])[cH:28][cH:29]1>>[CH3:1][O:2][c:3]1[cH:4][c:5]2[c:6]([O:15][c:16]3[cH:17][cH:18][c:19]([NH:22][C:31]([NH:30][c:27]4[cH:26][c:25]([N+:33](=[O:34])[O-:35])[c:24]([Cl:23])[cH:29][cH:28]4)=[O:32])[cH:20][cH:21]3)[cH:7][cH:8][n:9][c:10]2[cH:11][c:12]1[O:13][CH3:14]. Reactants: COc1cc2nccc(Oc3ccc(N)cc3)c2cc1OC, Cc1ccccc1, O=C=Nc1ccc(Cl)c([N+](=O)[O-])c1. Yields the product COc1cc2nccc(Oc3ccc(NC(=O)Nc4ccc(Cl)c([N+](=O)[O-])c4)cc3)c2cc1OC. Reactants: C(=C)C1=CC=C(CCl)C=C1 (4-vinylbenzylchloride), C(P(OC)(=O)OC)P(OC)(=O)OC (tetramethyl methanebisphosphonate). The product is C(=C)C1=CC=C(CC(P(OC)(=O)OC)P(OC)(=O)OC)C=C1 (tetramethyl 4-vinylbenzyl-methanebisphosphonate). RXN SMILES: [CH:1]([C:3]1[CH:10]=[CH:9][C:6]([CH2:7]Cl)=[CH:5][CH:4]=1)=[CH2:2].[CH2:11]([P:18]([O:22][CH3:23])(=[O:21])[O:19][CH3:20])[P:12]([O:16][CH3:17])(=[O:15])[O:13][CH3:14]>>[CH:1]([C:3]1[CH:10]=[CH:9][C:6]([CH2:7][CH:11]([P:12]([O:13][CH3:14])(=[O:15])[O:16][CH3:17])[P:18]([O:22][CH3:23])(=[O:21])[O:19][CH3:20])=[CH:5][CH:4]=1)=[CH2:2]. Procedure: Following the General Synthetic Procedure B, 4-vinylbenzylchloride is reacted with tetramethyl methanebisphosphonate to produce tetramethyl 4-vinylbenzyl-methanebisphosphonate that is then hydrolyzed to yield 4-vinylbenzyl-methanebisphosphonic acid.